Dataset: the Open Reaction Database (ORD), a public repository of structured organic reaction records. Task: describe an organic reaction: reactants, conditions, products, and yield Starting materials: [O-]S(=O)[O-].[Na+].[Na+] (Na2SO3), ClC=1C=2N(C=CN1)C(=NC2C2=CC=C1C=CC(=NC1=C2)C2=CC=CC=C2)C2CC(C2)=C (7-[8-Chloro-3-(3-methylenecyclobutyl)imidazo[1,5-a]pyrazin-1-yl]-2-phenylquinoline), C[N+]1(CCOCC1)[O-] (NMO), K2OsO4.H2O, CCOC(=O)C (EtOAc). The solvent is solution. Run at time 8 hour. The product is ClC=1C=2N(C=CN1)C(=NC2C2=CC=C1C=CC(=NC1=C2)C2=CC=CC=C2)C2CC(C2)(O)CO (3-[8-Chloro-1-(2-phenyl-quinolin-7-yl)-imidazo[1,5-a]pyrazin-3-yl]-1-hydroxymethyl-cyclobutanol). RXN SMILES: [Cl:1][C:2]1[C:3]2[N:4]([C:8]([CH:27]3[CH2:30]C(=C)[CH2:28]3)=[N:9][C:10]=2[C:11]2[CH:20]=[C:19]3[C:14]([CH:15]=[CH:16][C:17]([C:21]4[CH:26]=[CH:25][CH:24]=[CH:23][CH:22]=4)=[N:18]3)=[CH:13][CH:12]=2)[CH:5]=[CH:6][N:7]=1.C[N+]1([O-])CC[O:36]CC1.[O-]S([O-])=O.[Na+].[Na+].CCO[C:49]([CH3:51])=[O:50]>>[Cl:1][C:2]1[C:3]2[N:4]([C:8]([CH:27]3[CH2:30][C:51]([CH2:49][OH:50])([OH:36])[CH2:28]3)=[N:9][C:10]=2[C:11]2[CH:20]=[C:19]3[C:14]([CH:15]=[CH:16][C:17]([C:21]4[CH:26]=[CH:25][CH:24]=[CH:23][CH:22]=4)=[N:18]3)=[CH:13][CH:12]=2)[CH:5]=[CH:6][N:7]=1 |f:2.3.4|. Reported procedure: 7-[8-Chloro-3-(3-methylenecyclobutyl)imidazo[1,5-a]pyrazin-1-yl]-2-phenylquinoline (0.26 mmol, 110 mg) was dissolved in 8 mL solution (THF:H2O=3:1) and charged with NMO (0.52 mmol, 0.18 mL, 50% aq. solution) and K2OsO4.H2O (0.26 mmol, 9.6 mg). The resulting mixture was stirred at rt overnight. The reaction was quenched with Na2SO3 (1.30 mmol, 164 mg), diluted with EtOAc (40 mL), washed with brine (30 mL), and dried over anhydrous sodium sulfate. The filtrate was concentrated under reduced pressu...